From a dataset of the Open Reaction Database (ORD), a public repository of structured organic reaction records. describe an organic reaction: reactants, conditions, products, and yield Starting materials: [Ag] (silver), N1N=NC2=C1C=CC=C2 (benzotriazole). Solvent: O (water). Product: N1N=NC2=C1C=CC=C2.[Ag] (silver benzotriazole). RXN SMILES: [Ag:1].[NH:2]1[C:6]2[CH:7]=[CH:8][CH:9]=[CH:10][C:5]=2[N:4]=[N:3]1>O>[NH:2]1[C:6]2[CH:7]=[CH:8][CH:9]=[CH:10][C:5]=2[N:4]=[N:3]1.[Ag:1] |f:3.4|. Procedure details: A dispersion of silver benzotriazole was prepared by ball-milling (for 16 hours and using 5 mm glass balls or beads) the silver salt of benzotriazole, 3.0 g, in water, 27 ml, to which had been added molten 121/2% w/v aqueous gelatin solution at pH 4.0, 3.0 ml. The reactants are C(C1=CC=CC=C1)(=O)OC=C1C(C2=CC=C(C=C2CC1)OC)=O (2-Benzoyloxymethylene-6-methoxy-1-tetralone), [H][H] (hydrogen). The reagents and catalysts are [Pt]=O (platinum oxide). Run in C(C)(C)O (isopropyl alcohol). Yields the product CC1C(C2=CC=C(C=C2CC1)OC)=O (2-Methyl-6-Methoxy-1-Tetralone). Isolated yield 73.3%. As a reaction SMILES: C(O[CH:10]=[C:11]1[CH2:20][CH2:19][C:18]2[C:13](=[CH:14][CH:15]=[C:16]([O:21][CH3:22])[CH:17]=2)[C:12]1=[O:23])(=O)C1C=CC=CC=1.[H][H]>C(O)(C)C.[Pt]=O>[CH3:10][CH:11]1[CH2:20][CH2:19][C:18]2[C:13](=[CH:14][CH:15]=[C:16]([O:21][CH3:22])[CH:17]=2)[C:12]1=[O:23]. Reported procedure: 2-Benzoyloxymethylene-6-methoxy-1-tetralone (4.6 g, 0.015 mole) was hydrogenated over platinum oxide (160 mg) in isopropyl alcohol (150 mL) at 55 psi in a Parr hydrogenation apparatus. After about 90 minutes hydrogen uptake ceased and the reaction was stopped. The catalyst was removed by filtration and the solvents were removed in vacuo. The title compound (2.0 g, 0.011 mole, 70% yield) was obtained after purification by flash chromatography [gradient 10:1 to 5:1 EtOAc:Hexanes]. Starting materials: CC(=CCC/C(=C/CC/C(=C/CC/C(=C/CC/C(=C/CC/C(=C/CC/C(=C/CC/C(=C/CC/C(=C/CC/C(=C/CC/C(=C/CO)/C)/C)/C)/C)/C)/C)/C)/C)/C)/C)C (undecaprenol), C(C1=CC=CC=C1)(=O)Cl (benzoyl chloride). Solvent: N1=CC=CC=C1 (pyridine), CCCCCC (n-hexane), N1=CC=CC=C1 (pyridine). Run at time 1 hour. Yields the product C(C1=CC=CC=C1)(=O)OCC=C(CCC=C(CCC=C(CCC=C(CCC=C(CCC=C(CCC=C(CCC=C(CCC=C(CCC=C(CCC=C(C)C)C)C)C)C)C)C)C)C)C)C (3,7,11,15,19,23,27,31,35,39,43-Undecamethyl-2,6,10,14,18,22,26,30,34,38,42-tetratetracontaundecaenyl benzoate). As a reaction SMILES: [CH3:1][C:2]([CH3:56])=[CH:3][CH2:4][CH2:5]/[C:6](/[CH3:55])=[CH:7]/[CH2:8][CH2:9]/[C:10](/[CH3:54])=[CH:11]/[CH2:12][CH2:13]/[C:14](/[CH3:53])=[CH:15]/[CH2:16][CH2:17]/[C:18](/[CH3:52])=[CH:19]/[CH2:20][CH2:21]/[C:22](/[CH3:51])=[CH:23]/[CH2:24][CH2:25]/[C:26](/[CH3:50])=[CH:27]/[CH2:28][CH2:29]/[C:30](/[CH3:49])=[CH:31]/[CH2:32][CH2:33]/[C:34](/[CH3:48])=[CH:35]/[CH2:36][CH2:37]/[C:38](/[CH3:47])=[CH:39]/[CH2:40][CH2:41]/[C:42](/[CH3:46])=[CH:43]/[CH2:44][OH:45].[C:57](Cl)(=[O:64])[C:58]1[CH:63]=[CH:62][CH:61]=[CH:60][CH:59]=1>N1C=CC=CC=1.CCCCCC>[C:57]([O:45][CH2:44][CH:43]=[C:42]([CH3:46])[CH2:41][CH2:40][CH:39]=[C:38]([CH3:47])[CH2:37][CH2:36][CH:35]=[C:34]([CH3:48])[CH2:33][CH2:32][CH:31]=[C:30]([CH3:49])[CH2:29][CH2:28][CH:27]=[C:26]([CH3:50])[CH2:25][CH2:24][CH:23]=[C:22]([CH3:51])[CH2:21][CH2:20][CH:19]=[C:18]([CH3:52])[CH2:17][CH2:16][CH:15]=[C:14]([CH3:53])[CH2:13][CH2:12][CH:11]=[C:10]([CH3:54])[CH2:9][CH2:8][CH:7]=[C:6]([CH3:55])[CH2:5][CH2:4][CH:3]=[C:2]([CH3:56])[CH3:1])(=[O:64])[C:58]1[CH:63]=[CH:62][CH:61]=[CH:60][CH:59]=1. Procedure details: 3.5 Grams of undecaprenol were dissolved in 30 ml of pyridine and the solution was added with a solution of 1.3 g of benzoyl chloride in pyridine dropwise over 30 minutes. After completion of the addition, the mixture was stirred at room temperature for one hour to complete the reaction. The reaction product was diluted with n-hexane, washed with water and concentrated. The concentrate was purified by chromatography with 50 g of silica gel in n-hexane/benzene solvent mixture as elution solvent t... Reactants: COCCOC, CCOC(=O)C(CCCCC#CCOC1CCCCO1)NCCC(C)(O)CC1CCCCC1. Yields the product CCOC(=O)C(CCCCCCCOC1CCCCO1)NCCC(C)(O)CC1CCCCC1. RXN SMILES: [CH2:34]([CH2:35][O:36][CH3:37])[O:38][CH3:39].[OH:1][C:2]([CH2:3][CH2:4][NH:5][CH:6]([C:7](=[O:8])[O:9][CH2:10][CH3:11])[CH2:12][CH2:13][CH2:14][CH2:15][C:16]#[C:17][CH2:18][O:19][CH:20]1[O:21][CH2:22][CH2:23][CH2:24][CH2:25]1)([CH2:26][CH:27]1[CH2:28][CH2:29][CH2:30][CH2:31][CH2:32]1)[CH3:33]>>[OH:1][C:2]([CH2:3][CH2:4][NH:5][CH:6]([C:7](=[O:8])[O:9][CH2:10][CH3:11])[CH2:12][CH2:13][CH2:14][CH2:15][CH2:16][CH2:17][CH2:18][O:19][CH:20]1[O:21][CH2:22][CH2:23][CH2:24][CH2:25]1)([CH2:26][CH:27]1[CH2:28][CH2:29][CH2:30][CH2:31][CH2:32]1)[CH3:33]. Reactants: C=O (formalin), NC1=C(C=CC=C1)S (2-aminobenzenethiol). Solvent: O (water), C(C)(C)OC(C)C (diisopropylether). Run at time 30 minute. The product is S1CNC2=C1C=CC=C2 (2,3-dihydro-1,3-benzothiazole). As a reaction SMILES: [CH2:1]=O.[NH2:3][C:4]1[CH:9]=[CH:8][CH:7]=[CH:6][C:5]=1[SH:10]>O.C(OC(C)C)(C)C>[S:10]1[C:5]2[CH:6]=[CH:7][CH:8]=[CH:9][C:4]=2[NH:3][CH2:1]1. Procedure details: 37% formalin (5.2 mL) was diluted with water (80 mL), and diisopropylether (80 mL) and 2-aminobenzenethiol (7.84 g) were added, and then the mixture was stirred at mom temperature for 30 minutes. The organic layer was separated and the aqueous layer was extracted with diisopropylether. The organic layers were combined, washed with saturated brine and then dried over anhydrous sodium sulfate. The solvent was distilled off under reduced pressure and the obtained residue was used for the synthesis ... The reactants are C1CCNC1, CO, [Cl-], [NH4+], CC(C)(C)OC(=O)NOCC1CO1. Yields the product CC(C)(C)OC(=O)NOCC(O)CN1CCCC1. As a reaction SMILES: [CH2:14]1[CH2:15][CH2:16][NH:17][CH2:18]1.[CH3:21][OH:22].[Cl-:19].[NH4+:20].[O:1]1[CH:2]([CH2:3][O:4][NH:5][C:6]([O:7][C:8]([CH3:9])([CH3:10])[CH3:11])=[O:12])[CH2:13]1>>[OH:1][CH:2]([CH2:3][O:4][NH:5][C:6]([O:7][C:8]([CH3:9])([CH3:10])[CH3:11])=[O:12])[CH2:13][N:17]1[CH2:16][CH2:15][CH2:14][CH2:18]1. Reactants: COC(=O)c1c(Cl)cc(C)nc1Oc1c(C)cc(C)cc1C, CN1CCCC1=O, OCCNCc1cccs1. Product: COC(=O)c1c(N(CCO)Cc2cccs2)cc(C)nc1Oc1c(C)cc(C)cc1C. RXN SMILES: [CH3:1][O:2][C:3]([c:4]1[c:5]([O:12][c:13]2[c:14]([CH3:21])[cH:15][c:16]([CH3:20])[cH:17][c:18]2[CH3:19])[n:6][c:7]([CH3:11])[cH:8][c:9]1[Cl:10])=[O:22].[CH3:33][N:34]1[CH2:35][CH2:36][CH2:37][C:38]1=[O:39].[s:23]1[c:24]([CH2:28][NH:29][CH2:30][CH2:31][OH:32])[cH:25][cH:26][cH:27]1>>[CH3:1][O:2][C:3]([c:4]1[c:5]([O:12][c:13]2[c:14]([CH3:21])[cH:15][c:16]([CH3:20])[cH:17][c:18]2[CH3:19])[n:6][c:7]([CH3:11])[cH:8][c:9]1[N:29]([CH2:28][c:24]1[s:23][cH:27][cH:26][cH:25]1)[CH2:30][CH2:31][OH:32])=[O:22].